From a dataset of the Open Reaction Database (ORD), a public repository of structured organic reaction records. describe an organic reaction: reactants, conditions, products, and yield Reactants: O (water), C(C)(C)NC(C)C (diisopropylamine), C(OC)Cl (MOMCl), C(C1=CC=CC=C1)OC=1C=C(C=CC1)SC1=CC(=C(C=C1)CCCC(C(=O)OC)(CC#C)CO)Cl (Methyl 5-[4-(3-benzyloxyphenylthio)-2-chlorophenyl]-2-hydroxymethyl-2-propargylpentanoate). Solvent: C(C)#N (acetonitrile). The product is C(C1=CC=CC=C1)OC=1C=C(C=CC1)SC1=CC(=C(C=C1)CCCC(C(=O)OC)(CC#C)COCOC)Cl (Methyl 5-[4-(3-benzyloxyphenylthio)-2-chlorophenyl]-2-methoxymethyloxymethyl-2-propargylpentanoate). RXN SMILES: [CH2:1]([O:8][C:9]1[CH:10]=[C:11]([S:15][C:16]2[CH:21]=[CH:20][C:19]([CH2:22][CH2:23][CH2:24][C:25]([CH2:33][OH:34])([CH2:30][C:31]#[CH:32])[C:26]([O:28][CH3:29])=[O:27])=[C:18]([Cl:35])[CH:17]=2)[CH:12]=[CH:13][CH:14]=1)[C:2]1[CH:7]=[CH:6][CH:5]=[CH:4][CH:3]=1.C(NC(C)C)(C)C.[CH2:43](Cl)[O:44][CH3:45].O>C(#N)C>[CH2:1]([O:8][C:9]1[CH:10]=[C:11]([S:15][C:16]2[CH:21]=[CH:20][C:19]([CH2:22][CH2:23][CH2:24][C:25]([CH2:33][O:34][CH2:43][O:44][CH3:45])([CH2:30][C:31]#[CH:32])[C:26]([O:28][CH3:29])=[O:27])=[C:18]([Cl:35])[CH:17]=2)[CH:12]=[CH:13][CH:14]=1)[C:2]1[CH:3]=[CH:4][CH:5]=[CH:6][CH:7]=1. Procedure details: The compound of Example 212 (1.12 g) was dissolved in acetonitrile (30 mL). To this solution, diisopropylamine (0.58 mL) and MOMCl (0.25 mL) were added while the solution was stirred and chilled in an ice bath. The mixture was stirred overnight. Subsequently, water was added and the mixture was extracted with ethyl acetate. The extract was washed with a saturated aqueous solution of sodium chloride and the organic phase was dried over anhydrous magnesium sulfate. The solvent was concentrated and... Starting materials: N (NH3), CN(C)CC1(CCOCC1)C1=CC=C(C=C1)O (4-(4-Dimethylaminomethyl-tetrahydro-pyran-4-yl)-phenol), ClCCCN1CCC(CC1)OC (1-(3-chloro-propyl)-4-methoxy-piperidine), C(=O)([O-])[O-].[K+].[K+] (K2CO3). Run in CO (MeOH), CN(C)C=O (DMF), C(Cl)Cl (DCM). Product: COC1CCN(CC1)CCCOC1=CC=C(C=C1)C1(CCOCC1)CN(C)C ((4-{4-[3-(4-Methoxy-piperidin-1-yl)-propoxy]-phenyl}-tetrahydro-pyran-4-ylmethyl)-dimethyl-amine). The yield is 49.9%. RXN SMILES: [CH3:1][N:2]([CH2:4][C:5]1([C:11]2[CH:16]=[CH:15][C:14]([OH:17])=[CH:13][CH:12]=2)[CH2:10][CH2:9][O:8][CH2:7][CH2:6]1)[CH3:3].Cl[CH2:19][CH2:20][CH2:21][N:22]1[CH2:27][CH2:26][CH:25]([O:28][CH3:29])[CH2:24][CH2:23]1.C([O-])([O-])=O.[K+].[K+].N>CO.C(Cl)Cl.CN(C=O)C>[CH3:29][O:28][CH:25]1[CH2:24][CH2:23][N:22]([CH2:21][CH2:20][CH2:19][O:17][C:14]2[CH:15]=[CH:16][C:11]([C:5]3([CH2:4][N:2]([CH3:1])[CH3:3])[CH2:6][CH2:7][O:8][CH2:9][CH2:10]3)=[CH:12][CH:13]=2)[CH2:27][CH2:26]1 |f:2.3.4|. Reported procedure: 4-(4-Dimethylaminomethyl-tetrahydro-pyran-4-yl)-phenol (500 mg, 2.13 mmol), 1-(3-chloro-propyl)-4-methoxy-piperidine (410 mg, 2,13 mmol), DMF (10 ml) and K2CO3 (1.18 g, 8.52 mmol) were reacted together according to general procedure B. The isolated material was subjected to chromatography on silica, eluant 95:4:1 (DCM:MeOH:NH3) to give the title compound as a yellow oil (415 mg, 50%). 1H NMR (400 MHz, CDCl3) δ7.20 (d, 2H), 6.86 (d, 2H), 4.00 (t, 2H), 3.75 (dt, 2H), 3.55 (td, 2H), 3.34 (s, 3H), 3... Reactants: ClC(=C(Cl)F)F (1,2-dichlorodifluoroethylene), OS(=O)(=O)O.O=S(=O)=O (oleum), [N+](=O)(O)[O-] (nitric acid), FC(C(=O)O)(F)F (trifluoracetic acid), OS(=O)(=O)O.O=S(=O)=O (oleum), ClC(C(=O)O)([N+](=O)[O-])F (chlorofluoronitroacetic acid). Product: ClC(C(=O)O)([N+](=O)[O-])F (chlorofluoronitroacetic acid), 1,2-addition, FC(C(=O)OC(C([N+](=O)[O-])(F)Cl)(F)Cl)(F)F (1,2-dichloro-1,2-difluoro-2-nitroethyl trifluoroacetate). The yield is 14.0%. RXN SMILES: [Cl:1][C:2]([F:9])([N+:6]([O-:8])=[O:7])[C:3]([OH:5])=[O:4].OS(O)(=O)=O.O=S(=O)=O.[N+:19]([O-:22])(O)=[O:20].[F:23][C:24]([F:29])([F:28])[C:25]([OH:27])=[O:26].[Cl:30][C:31]([F:35])=[C:32]([F:34])[Cl:33]>>[Cl:1][C:2]([F:9])([N+:6]([O-:8])=[O:7])[C:3]([OH:5])=[O:4].[F:23][C:24]([F:29])([F:28])[C:25]([O:27][C:31]([Cl:30])([F:35])[C:32]([Cl:33])([F:34])[N+:19]([O-:22])=[O:20])=[O:26] |f:1.2|. Procedure details: The yield of chlorofluoronitroacetic acid in the nitration reaction was increased to 44% by replacing sulfuric acid with oleum. When a mixture of oleum, nitric acid and trifluoracetic acid was reacted with 1,2-dichlorodifluoroethylene, chlorofluoronitroacetic acid was obtained in 63% yield along with 14% of the 1,2-addition product, 1,2-dichloro-1,2-difluoro-2-nitroethyl trifluoroacetate, bringing the total yield of the nitration reaction to 77%. Apparently the 1,2-addition product was formed fi... Starting materials: FC=1C=C(CN)C=CC1 (3-fluorobenzylamine), ClC1=NC2=CC(=CC=C2C(=C1C(=O)Cl)C)C(F)(F)F (2-chloro-4-methyl-7-(trifluoromethyl)quinoline-3-carbonyl chloride). Run in O1CCOCC1 (dioxane). Conditions: time 60 minute. Product: ClC1=NC2=CC(=CC=C2C(=C1C(=O)NCC1=CC(=CC=C1)F)C)C(F)(F)F (2-chloro-N-[(3-fluorophenyl)-methyl]-4-methyl-7-(trifluoromethyl)-quinoline-3-carboxamide). Yield: 82.6%. RXN SMILES: [F:1][C:2]1[CH:3]=[C:4]([CH:7]=[CH:8][CH:9]=1)[CH2:5][NH2:6].[Cl:10][C:11]1[C:20]([C:21](Cl)=[O:22])=[C:19]([CH3:24])[C:18]2[C:13](=[CH:14][C:15]([C:25]([F:28])([F:27])[F:26])=[CH:16][CH:17]=2)[N:12]=1>O1CCOCC1>[Cl:10][C:11]1[C:20]([C:21]([NH:6][CH2:5][C:4]2[CH:7]=[CH:8][CH:9]=[C:2]([F:1])[CH:3]=2)=[O:22])=[C:19]([CH3:24])[C:18]2[C:13](=[CH:14][C:15]([C:25]([F:26])([F:28])[F:27])=[CH:16][CH:17]=2)[N:12]=1. Procedure: A solution of 2.9 g (23.4 mmol) 3-fluorobenzylamine was added dropwise at RT to a solution of 6.0 g (19.5 mmol) 2-chloro-4-methyl-7-(trifluoromethyl)quinoline-3-carbonyl chloride in dioxane (35 ml). The mixture was then stirred for 60 min at RT and then quenched with water. The reaction solution was extracted with EE and the organic phase was washed with a 1M aqueous NH4Cl solution and brine, dried over MgSO4, filtered and concentrated to small volume under vacuum. Crystallisation of the residue... The reactants are Cl.C(C)(C)(C)[Si](OCCC1CCNCC1)(C)C (4-[2-(t-Butyl-dimethyl-silanyloxy)-ethyl]-piperidine hydrochloride), C(C)(C)N(C(C)C)CC (N,N-Diisopropylethylamine), CC(C)(C)OC(=O)N1OC1C1=CC=C(C=C1)C#N (3-(4-cyanophenyl)-2-oxaziridinecarboxylic acid 1,1-dimethylethyl ester). Solvent: ClCCl (dichloromethane), ClCCl (dichloromethane). Run at temperature 0 celsius, time 1 hour. Yields the product C(C)(C)(C)OC(NN1CCC(CC1)CCO[Si](C)(C)C(C)(C)C)=O ({-4-[2-(t-Butyl-dimethyl-silanyloxy)-ethyl]-piperidin-1-yl}-carbamic acid t-butyl ester). The yield is 66.5%. RXN SMILES: Cl.[C:2]([Si:6]([CH3:17])([CH3:16])[O:7][CH2:8][CH2:9][CH:10]1[CH2:15][CH2:14][NH:13][CH2:12][CH2:11]1)([CH3:5])([CH3:4])[CH3:3].C(N(CC)C(C)C)(C)C.[CH3:27][C:28]([O:31][C:32]([N:34]1C(C2C=CC(C#N)=CC=2)O1)=[O:33])([CH3:30])[CH3:29]>ClCCl>[C:28]([O:31][C:32](=[O:33])[NH:34][N:13]1[CH2:14][CH2:15][CH:10]([CH2:9][CH2:8][O:7][Si:6]([C:2]([CH3:3])([CH3:5])[CH3:4])([CH3:17])[CH3:16])[CH2:11][CH2:12]1)([CH3:30])([CH3:29])[CH3:27] |f:0.1|. Procedure: 4-[2-(t-Butyl-dimethyl-silanyloxy)-ethyl]-piperidine hydrochloride (1:1) (300 mg, 1.07 mmol) was combined with dichloromethane (15 mL) to give a light yellow suspension. N,N-Diisopropylethylamine (166 mg, 225 μl, 1.29 mmol) was added at 0° C. Subsequently 3-(4-cyanophenyl)-2-oxaziridinecarboxylic acid 1,1-dimethylethyl ester (238 mg, 965 μmol) in dichloromethane (10 mL) was added during 20 min at 0° C. and the reaction mixture was stirred for 1 h at 0° C. Afterwards the reaction mixture was conc... Reactants: CC(=O)O[BH-](OC(C)=O)OC(C)=O, O=C([O-])O, C=O, CC(=O)O, ClCCl, Cc1nc(-c2ccccc2)sc1C(=O)N1CCC(F)(F)C(=CC(=O)NC2CCNCC2)c2ccccc21, [Na+], [Na+]. Yields the product Cc1nc(-c2ccccc2)sc1C(=O)N1CCC(F)(F)C(=CC(=O)NC2CCN(C)CC2)c2ccccc21. RXN SMILES: [C:40]([O:41][BH-:42]([O:43][C:44](=[O:45])[CH3:46])[O:47][C:48](=[O:49])[CH3:50])(=[O:51])[CH3:52].[C:54](=[O:55])([OH:56])[O-:57].[CH2:38]=[O:39].[CH3:62][C:63](=[O:64])[OH:65].[Cl:59][CH2:60][Cl:61].[F:1][C:2]1([F:37])[CH2:3][CH2:4][N:5]([C:23](=[O:24])[c:25]2[c:26]([CH3:36])[n:27][c:28](-[c:30]3[cH:31][cH:32][cH:33][cH:34][cH:35]3)[s:29]2)[c:6]2[c:7]([cH:19][cH:20][cH:21][cH:22]2)[C:8]1=[CH:9][C:10](=[O:11])[NH:12][CH:13]1[CH2:14][CH2:15][NH:16][CH2:17][CH2:18]1.[Na+:53].[Na+:58]>>[F:1][C:2]1([F:37])[CH2:3][CH2:4][N:5]([C:23](=[O:24])[c:25]2[c:26]([CH3:36])[n:27][c:28](-[c:30]3[cH:31][cH:32][cH:33][cH:34][cH:35]3)[s:29]2)[c:6]2[c:7]([cH:19][cH:20][cH:21][cH:22]2)[C:8]1=[CH:9][C:10](=[O:11])[NH:12][CH:13]1[CH2:14][CH2:15][N:16]([CH3:40])[CH2:17][CH2:18]1. Starting materials: ClC1=CC=C(C=C1)C1=C(C(=CC2=CC=CC=C12)C)I (1-(4-chlorophenyl)-2-iodo-3-methylnaphthalene), C(CCC)[Sn](C=C)(CCCC)CCCC (tributyl(vinyl)tin). Reagents/catalysts: Cl[Pd]([P](C1=CC=CC=C1)(C2=CC=CC=C2)C3=CC=CC=C3)([P](C4=CC=CC=C4)(C5=CC=CC=C5)C6=CC=CC=C6)Cl (PdCl2(PPh3)2). Solvent: C(C)(=O)OCC (ethyl acetate), CN(C)C=O (DMF). Product: ClC1=CC=C(C=C1)C1=C(C(=CC2=CC=CC=C12)C)C=C (1-(4-chlorophenyl)-3-methyl-2-vinylnaphthalene). Isolated yield 89.2%. As a reaction SMILES: [Cl:1][C:2]1[CH:7]=[CH:6][C:5]([C:8]2[C:17]3[C:12](=[CH:13][CH:14]=[CH:15][CH:16]=3)[CH:11]=[C:10]([CH3:18])[C:9]=2I)=[CH:4][CH:3]=1.[CH2:20]([Sn](CCCC)(CCCC)C=C)[CH2:21]CC>CN(C=O)C.C(OCC)(=O)C.Cl[Pd](Cl)([P](C1C=CC=CC=1)(C1C=CC=CC=1)C1C=CC=CC=1)[P](C1C=CC=CC=1)(C1C=CC=CC=1)C1C=CC=CC=1>[Cl:1][C:2]1[CH:7]=[CH:6][C:5]([C:8]2[C:17]3[C:12](=[CH:13][CH:14]=[CH:15][CH:16]=3)[CH:11]=[C:10]([CH3:18])[C:9]=2[CH:20]=[CH2:21])=[CH:4][CH:3]=1 |^1:48,67|. Procedure details: A solution of 1-(4-chlorophenyl)-2-iodo-3-methylnaphthalene (3E) (1.50 g, 3.98 mmol), tributyl(vinyl)tin (1.28 mL, 4.37 mmol) and PdCl2(PPh3)2 (0.279 g, 0.398 mmol) in DMF (20 mL) was stirred at 90° C. under argon overnight. The reaction mixture was cooled, diluted with ethyl acetate and washed with 5% LiCl solution (2×), brine and dried (MgSO4). The mixture was filtered, concentrated and purified by flash column chromatography (silica gel, hexanes) to give 3F as a white solid (0.9894 g). 1H-NMR... Starting materials: FC(S(=O)(=O)OC1=C(C2=CC=C(C=C2C=C1)OC)Cl)(F)F (1-chloro-6-methoxy-2-naphthyl trifluoromethanesulfonate), COC1=CC=C(C=C1)B(O)O (4-methoxyphenyl boronic acid). Product: ClC1=C(C=CC2=CC(=CC=C12)OC)C1=CC=C(C=C1)OC (1-Chloro-6-methoxy-2-(4-methoxyphenyl)naphthalene), white solid. The yield is 85.0%. RXN SMILES: FC(F)(F)S(O[C:7]1[CH:16]=[CH:15][C:14]2[C:9](=[CH:10][CH:11]=[C:12]([O:17][CH3:18])[CH:13]=2)[C:8]=1[Cl:19])(=O)=O.[CH3:22][O:23][C:24]1[CH:29]=[CH:28][C:27](B(O)O)=[CH:26][CH:25]=1>>[Cl:19][C:8]1[C:9]2[C:14](=[CH:13][C:12]([O:17][CH3:18])=[CH:11][CH:10]=2)[CH:15]=[CH:16][C:7]=1[C:27]1[CH:28]=[CH:29][C:24]([O:23][CH3:22])=[CH:25][CH:26]=1. Reported procedure: The title compound was prepared by reacting 1-chloro-6-methoxy-2-naphthyl trifluoromethanesulfonate (0.95 g, 2.79 mmol) with 4-methoxyphenyl boronic acid (0.59 g, 3.9 mmol) according to method A to yield 0.71 g (85%) of a white solid: mp 126-128° C.; 1H NMR (CDCl3): δ 3.88 (3H, s), 3.95 (3H, s), 7.01 (2H, d, J=8.60 Hz), 7.16 (1H, d, J=2.49 Hz), 7.27 (1H, dd, J=1.97 Hz, J=8.99 Hz), 7.41 (1H, d, J=8.45 Hz), 7.46 (2H, d, J=8.61 Hz), 7.68 (1H, d, J=8.48 Hz), 8.28 (1H, d, J=9.27 Hz); MS (ESI) m/z 299... Starting materials: CN(C)C=O, CCOC(C)=O, [H-], O=[N+]([O-])c1ccccc1CBr, [Na+], O, COC(=O)C(CO)NS(=O)(=O)c1ccc(OC)cc1. Yields the product COC(=O)C(CO)N(Cc1ccccc1[N+](=O)[O-])S(=O)(=O)c1ccc(OC)cc1. Reaction SMILES: [CH3:33][N:34]([CH3:35])[CH:36]=[O:37].[CH3:38][CH2:39][O:40][C:41](=[O:42])[CH3:43].[H-:21].[N+:22](=[O:23])([O-:24])[c:25]1[c:26]([CH2:27][Br:28])[cH:29][cH:30][cH:31][cH:32]1.[Na+:20].[OH2:44].[OH:1][CH2:2][CH:3]([C:4](=[O:5])[O:6][CH3:7])[NH:8][S:9](=[O:10])(=[O:11])[c:12]1[cH:13][cH:14][c:15]([O:18][CH3:19])[cH:16][cH:17]1>>[OH:1][CH2:2][CH:3]([C:4](=[O:5])[O:6][CH3:7])[N:8]([S:9](=[O:10])(=[O:11])[c:12]1[cH:13][cH:14][c:15]([O:18][CH3:19])[cH:16][cH:17]1)[CH2:27][c:26]1[c:25]([N+:22](=[O:23])[O-:24])[cH:32][cH:31][cH:30][cH:29]1.